From a dataset of the Open Reaction Database (ORD), a public repository of structured organic reaction records. describe an organic reaction: reactants, conditions, products, and yield Reactants: BrCCCCCCCCCCCO (11-bromoundecan-1-ol), O (water), C([O-])([O-])=O.[K+].[K+] (potassium carbonate), [N+](=O)([O-])C1=CC=C(C=C1)N1CCNCC1 (4-nitrophenylpiperazine). Reagents/catalysts: CCCCCCCC[N+](C)(CCCCCCCC)CCCCCCCC.[Cl-] (Aliquat® 336). Solvent: CN1CCCN(C1=O)C (dimethylpropyleneurea). Conditions: temperature 85 celsius, time 2 day. Product: OCCCCCCCCCCCN1CCN(CC1)C1=CC=C(C=C1)[N+](=O)[O-] (N-(11-hydroxyundecyl)-N'-(4-nitrophenyl)-piperazine). Isolated yield 51.9%. As a reaction SMILES: Br[CH2:2][CH2:3][CH2:4][CH2:5][CH2:6][CH2:7][CH2:8][CH2:9][CH2:10][CH2:11][CH2:12][OH:13].C(=O)([O-])[O-].[K+].[K+].[N+:20]([C:23]1[CH:28]=[CH:27][C:26]([N:29]2[CH2:34][CH2:33][NH:32][CH2:31][CH2:30]2)=[CH:25][CH:24]=1)([O-:22])=[O:21].O>CCCCCCCC[N+](CCCCCCCC)(CCCCCCCC)C.[Cl-].CN1C(=O)N(C)CCC1>[OH:13][CH2:12][CH2:11][CH2:10][CH2:9][CH2:8][CH2:7][CH2:6][CH2:5][CH2:4][CH2:3][CH2:2][N:32]1[CH2:33][CH2:34][N:29]([C:26]2[CH:25]=[CH:24][C:23]([N+:20]([O-:22])=[O:21])=[CH:28][CH:27]=2)[CH2:30][CH2:31]1 |f:1.2.3,6.7|. Reported procedure: 10 g of 11-bromoundecan-1-ol, 4 g of dry potassium carbonate powder, 8.27 g of 4-nitrophenylpiperazine and 2 drops of the conventional and known phase transfer catalyst Aliquat® 336 in 50 ml of dimethylpropyleneurea were heated at 85° C. for 6 hours and then left to stand for 2 days. The reaction mixture was then poured into 500 ml of water. The precipitated crude product was filtered off under suction (first fraction). The water phase was extracted a further three times with 50 ml of toluene in... RXN SMILES: [CH2:1]([c:2]1[cH:3][cH:4][cH:5][cH:6][cH:7]1)[O:8][c:9]1[c:10]([CH3:33])[cH:11][c:12]([F:32])[c:13]([NH:14][c:15]2[n:16][cH:17][n:18][c:19]3[cH:20][c:21]([O:27][CH2:28][CH2:29][OH:30])[c:22]([O:25][CH3:26])[cH:23][c:24]23)[cH:31]1.[CH3:36][CH2:37][O:38][C:39](=[O:40])[CH3:41].[H:34][H:35]>>[OH:8][c:9]1[c:10]([CH3:33])[cH:11][c:12]([F:32])[c:13]([NH:14][c:15]2[n:16][cH:17][n:18][c:19]3[cH:20][c:21]([O:27][CH2:28][CH2:29][OH:30])[c:22]([O:25][CH3:26])[cH:23][c:24]23)[cH:31]1. Product: COc1cc2c(Nc3cc(O)c(C)cc3F)ncnc2cc1OCCO. Starting materials: COc1cc2c(Nc3cc(OCc4ccccc4)c(C)cc3F)ncnc2cc1OCCO, CCOC(C)=O, [H][H]. Reactants: C(C)(C)(C)C1=C(C(=CC(=C1)C(C)(C)C)C1=CCCCC1)O (2,4-di-tert-butyl-6-cyclohexen-1-yl-phenol), C(C)(C)(C)C1=C(C(=CC(=C1)C(C)(C)C)C1=CCCCC1)O (2,4-di-tert-butyl-6-cyclohexen-1-yl-phenol), P(Cl)(Cl)Cl (phosphorus trichloride). Yields the product C(C)(C)(C)C=1C=C2C=3CCCCC3P(OC2=C(C1)C(C)(C)C)Cl (6,8-di-tert-butyl-10-chloro-2,3,4,10-tetrahydro-l H-9-oxa-10-phosphaphenanthrene). Yield: 87.8%. RXN SMILES: [C:1]([C:5]1[CH:10]=[C:9]([C:11]([CH3:14])([CH3:13])[CH3:12])[CH:8]=[C:7]([C:15]2[CH2:20][CH2:19][CH2:18][CH2:17][CH:16]=2)[C:6]=1[OH:21])([CH3:4])([CH3:3])[CH3:2].[P:22](Cl)(Cl)[Cl:23]>>[C:11]([C:9]1[CH:8]=[C:7]2[C:6](=[C:5]([C:1]([CH3:2])([CH3:3])[CH3:4])[CH:10]=1)[O:21][P:22]([Cl:23])[C:16]1[CH2:17][CH2:18][CH2:19][CH2:20][C:15]2=1)([CH3:14])([CH3:13])[CH3:12]. Procedure: A mixture consisting of 28.7 g (0.10 mol) of 2,4-di-tert-butyl-6-cyclohexen-1-yl-phenol (compound 102, Example 1b) and 17.5 ml (0.20 mol) of phosphorus trichloride is refluxed under nitrogen for 5 hours. Excess phosphorus trichloride is removed by distillation and the residue is then distilled under vacuum at 165-167° C./0.01 mbar, giving 30.8 g (88%) of 6,8-di-tert-butyl-10-chloro-2,3,4,10-tetrahydro-l H-9-oxa-10-phosphaphenanthrene, a colourless thick liquid which slowly crystallises when stan... Reactants: Cl (HCl), OC1=C(C=O)C=CC(=C1OC[C@H](CC)C)OC[C@H](CC)C (2-hydroxy-3,4-bis-[(S)-2-methyl-butoxy]-benzaldehyde), BrCCCC=C (5-bromo-1-pentene), C([O-])([O-])=O.[K+].[K+] (potassium carbonate). Run in CN(C)C=O (DMF). Run at temperature 80 celsius, time 3 hour. The product is C[C@H](COC=1C(=C(C=O)C=CC1OC[C@H](CC)C)OCCCC=C)CC (3,4-bis-[(S)-2-methyl-butoxy]-2-(pent-4-enyloxy)-benzaldehyde), oil. Isolated yield 90.0%. As a reaction SMILES: [OH:1][C:2]1[C:9]([O:10][CH2:11][C@@H:12]([CH3:15])[CH2:13][CH3:14])=[C:8]([O:16][CH2:17][C@@H:18]([CH3:21])[CH2:19][CH3:20])[CH:7]=[CH:6][C:3]=1[CH:4]=[O:5].Br[CH2:23][CH2:24][CH2:25][CH:26]=[CH2:27].C(=O)([O-])[O-].[K+].[K+].Cl>CN(C=O)C>[CH3:15][C@@H:12]([CH2:13][CH3:14])[CH2:11][O:10][C:9]1[C:2]([O:1][CH2:27][CH2:26][CH2:25][CH:24]=[CH2:23])=[C:3]([CH:6]=[CH:7][C:8]=1[O:16][CH2:17][C@@H:18]([CH3:21])[CH2:19][CH3:20])[CH:4]=[O:5] |f:2.3.4|. Procedure details: Under nitrogen atmosphere, a mixture of 2-hydroxy-3,4-bis-[(S)-2-methyl-butoxy]-benzaldehyde (0.74 9, 2.51 mmol), 5-bromo-1-pentene (0.45 g, 3.02 mmol) and potassium carbonate (0.41 g, 3 mmol) in dry DMF (5 ml) was stirred at 80° C. for 3 h. The cooled reaction mixture was gently poured into HCl 3N (15 ml) and extracted with diethylether (3×20 ml). The combined organic extracts are washed with 30 ml of saturated NaCl solution, dried over magnesium sulphate and evaporated under reduced pressure. ...